This data is from the Open Reaction Database (ORD), a public repository of structured organic reaction records. The task is: describe an organic reaction: reactants, conditions, products, and yield The reactants are Cl.FC1(CNC1)F (3,3-difluoroazetidine hydrochloride), CN(C)C(=[N+](C)C)ON1C2=C(C=CC=C2)N=N1.[B-](F)(F)(F)F (TBTU), CCN(C(C)C)C(C)C (DIEA), C1(CC1)COC1=C(C=CC(=N1)C(=O)O)N1CC(C1)(F)F (6-cyclopropylmethoxy-5-(3,3-difluoro-azetidin-1-yl)-pyridine-2-carboxylic acid). Product: C1(CC1)COC1=C(C=CC(=N1)C(=O)N1CC(C1)(F)F)N1CC(C1)(F)F ([6-Cyclopropylmethoxy-5-(3,3-difluoro-azetidin-1-yl)-pyridin-2-yl]-(3,3-difluoro-azetidin-1-yl)-methanone). As a reaction SMILES: [CH:1]1([CH2:4][O:5][C:6]2[N:11]=[C:10]([C:12]([OH:14])=O)[CH:9]=[CH:8][C:7]=2[N:15]2[CH2:18][C:17]([F:20])([F:19])[CH2:16]2)[CH2:3][CH2:2]1.Cl.[F:22][C:23]1([F:27])[CH2:26][NH:25][CH2:24]1.CN(C(ON1N=NC2C=CC=CC1=2)=[N+](C)C)C.[B-](F)(F)(F)F.CCN(C(C)C)C(C)C>>[CH:1]1([CH2:4][O:5][C:6]2[N:11]=[C:10]([C:12]([N:25]3[CH2:26][C:23]([F:27])([F:22])[CH2:24]3)=[O:14])[CH:9]=[CH:8][C:7]=2[N:15]2[CH2:18][C:17]([F:20])([F:19])[CH2:16]2)[CH2:2][CH2:3]1 |f:1.2,3.4|. Reported procedure: In analogy to the procedure described in Example 47 b), 6-cyclopropylmethoxy-5-(3,3-difluoro-azetidin-1-yl)-pyridine-2-carboxylic acid (Example 1 b)) was reacted with 3,3-difluoroazetidine hydrochloride (CAN 288315-03-7) in the presence of TBTU and DIEA to obtain the title compound as colorless solid; MS (EI): m/e=360.4 [MH+]. The reactants are O=C(O)c1ccc(Cc2ccccc2)[nH]c1=O, CN(C)C=O, C1CCOC1, O=S(Cl)Cl. The product is O=c1[nH]c(Cc2ccccc2)ccc1CCl. Reaction SMILES: [CH2:1]([c:2]1[cH:3][cH:4][cH:5][cH:6][cH:7]1)[c:8]1[nH:9][c:10](=[O:17])[c:11]([C:12]([OH:13])=[O:14])[cH:15][cH:16]1.[CH3:27][N:28]([CH3:29])[CH:30]=[O:31].[O:18]1[CH2:19][CH2:20][CH2:21][CH2:22]1.[S:23]([Cl:24])([Cl:25])=[O:26]>>[CH2:1]([c:2]1[cH:3][cH:4][cH:5][cH:6][cH:7]1)[c:8]1[nH:9][c:10](=[O:17])[c:11]([CH2:12][Cl:25])[cH:15][cH:16]1. Yields the product C(C1=CC=CC=C1)NC(C(C(=O)NCC1=CC=CC=C1)NC([C@H](CC1=CC=CC=C1)C(C)=S)=O)=O (N,N′-dibenzyl-2-((S)-2-thioacetyl-3-phenylpropionylamino)malonamide). Yield: 46.0%. RXN SMILES: [CH2:1]([NH:8][C:9](=[O:33])[CH:10]([NH:21][C:22](=[O:32])[C@H:23](Br)[CH2:24][C:25]1[CH:30]=[CH:29][CH:28]=[CH:27][CH:26]=1)[C:11]([NH:13][CH2:14][C:15]1[CH:20]=[CH:19][CH:18]=[CH:17][CH:16]=1)=[O:12])[C:2]1[CH:7]=[CH:6][CH:5]=[CH:4][CH:3]=1.[C:34](O)(=[S:36])[CH3:35].C(=O)([O-])[O-].[Cs+].[Cs+].C(OCC)(=O)C.CCCCCC>CN(C)C=O.O>[CH2:1]([NH:8][C:9](=[O:33])[CH:10]([NH:21][C:22](=[O:32])[C@@H:23]([C:34](=[S:36])[CH3:35])[CH2:24][C:25]1[CH:30]=[CH:29][CH:28]=[CH:27][CH:26]=1)[C:11]([NH:13][CH2:14][C:15]1[CH:20]=[CH:19][CH:18]=[CH:17][CH:16]=1)=[O:12])[C:2]1[CH:7]=[CH:6][CH:5]=[CH:4][CH:3]=1 |f:2.3.4,5.6|. Solvent: CN(C=O)C (dimethylformamide), O (water). Starting materials: C(C)(=O)OCC.CCCCCC (ethyl acetate hexane), C(C1=CC=CC=C1)NC(C(C(=O)NCC1=CC=CC=C1)NC([C@@H](CC1=CC=CC=C1)Br)=O)=O (N,N′-dibenzyl-2-((R)-2-bromo-3-phenylpropionylamino)malonamide), C(C)(=S)O (thioacetic acid), C([O-])([O-])=O.[Cs+].[Cs+] (cesium carbonate). Reaction conditions: time 18 hour. Reported procedure: Combine N,N′-dibenzyl-2-((R)-2-bromo-3-phenylpropionylamino)malonamide (0.49 g, 0.97 mmol) and thioacetic acid (0.172 mL, 2.42 mmol) in dimethylformamide (15 mL). Degas by repeated cycles of vacuum and filing with nitrogen. Add cesium carbonate (0.473 g, 1.45 mmol). After 18 hours, dilute the reaction mixture with water and extract twice with ethyl acetate. Combine the organic layers, extract with brine, dry over Na2SO4, filter, and evaporate in vacuo to give a residue. Chromatograph the residue... Reactants: N1=CC=CC=C1 (Pyridine), C1(CCCC1)C=1C=C(C(=O)N)C=C(N1)OC (2-cyclopentyl-6-methoxy-isonicotinamide), FC(C(=O)OC(C(F)(F)F)=O)(F)F (trifluoroacetic acid anhydride). The solvent is C(Cl)Cl (DCM), C(Cl)Cl (DCM). Run at temperature 0 celsius, time 1 hour. The product is C1(CCCC1)C=1C=C(C#N)C=C(N1)OC (2-cyclopentyl-6-methoxy-isonicotinonitrile). Yield: 68.0%. As a reaction SMILES: N1C=CC=CC=1.[CH:7]1([C:12]2[CH:13]=[C:14]([CH:18]=[C:19]([O:21][CH3:22])[N:20]=2)[C:15]([NH2:17])=O)[CH2:11][CH2:10][CH2:9][CH2:8]1.FC(F)(F)C(OC(=O)C(F)(F)F)=O>C(Cl)Cl>[CH:7]1([C:12]2[CH:13]=[C:14]([CH:18]=[C:19]([O:21][CH3:22])[N:20]=2)[C:15]#[N:17])[CH2:8][CH2:9][CH2:10][CH2:11]1. Reported procedure: Pyridine (8.86 g, 91.3 mmol) is added to a solution of 2-cyclopentyl-6-methoxy-isonicotinamide (3.35 g, 15.2 mmol) in DCM (100 mL). The mixture is cooled to 0° C. before trifluoroacetic acid anhydride (9.58 g, 45.6 mmol) is added portionwise. The mixture is stirred at 0° C. for 1 h before it is diluted with DCM (100 mL) and washed with sat. aq. NaHCO3 solution (100 mL) and brine (100 mL). The separated org. phase is dried over MgSO4, filtered and concentrated. The crude product is purified by CC...